This data is from the Open Reaction Database (ORD), a public repository of structured organic reaction records. The task is: describe an organic reaction: reactants, conditions, products, and yield Starting materials: [C-]#N.[K+] (KCN), COC(CCC(C1=C(C=CC=C1)C)OC)=O (4-methoxy-4-o-tolyl-butyric acid methyl ester), mixture, C1CCOC1 (THF), NO (NH2OH). As a reaction SMILES: C[O:2][C:3](=O)[CH2:4][CH2:5][CH:6]([O:14][CH3:15])[C:7]1[CH:12]=[CH:11][CH:10]=[CH:9][C:8]=1[CH3:13].C1COCC1.[NH2:22][OH:23].[C-]#N.[K+]>O.CO>[OH:23][NH:22][C:3](=[O:2])[CH2:4][CH2:5][CH:6]([O:14][CH3:15])[C:7]1[CH:12]=[CH:11][CH:10]=[CH:9][C:8]=1[CH3:13] |f:3.4|. The solvent is O (H2O), CO (methanol). The product is ONC(CCC(C1=C(C=CC=C1)C)OC)=O (N-hydroxy-4-methoxy-4-o-tolylbutanamide). Reaction conditions: time 3 day. Procedure details: To a solution prepared by dissolving 4-methoxy-4-o-tolyl-butyric acid methyl ester (230.0 mg, 1.03 mmol) into 3 mL of a mixture of THF, methanol, and 50 wt % NH2OH in H2O (2:2:1) was added KCN (6.0 mg, 0.03 mmol). The reaction mixture was stirred for 3 days at room temperature and then quenched by the addition of 10 mL of 1M aqueous HCl. The mixture was extracted with ethyl acetate (3×20 mL) and the combined organic layers washed with brine (2×10 mL). The product was isolated by flash column chr...